Task: describe an organic reaction: reactants, conditions, products, and yield. Dataset: the Open Reaction Database (ORD), a public repository of structured organic reaction records Starting materials: BrC1=CC=C(C2=C(C=CC(=C12)NS(=O)(=O)C1=CC=C(C=C1)C)Br)NS(=O)(=O)C1=CC=C(C=C1)C (4,8-dibromo-1,5-ditoluene-p-sulfonamidonaphthalene), ice. The solvent is OS(=O)(=O)O (H2SO4). Run at time 24 hour. Yields the product BrC1=CC=C(C2=C(C=CC(=C12)N)Br)N (4,8-dibromo-1,5-diaminonaphthalene). RXN SMILES: [Br:1][C:2]1[C:11]2[C:6](=[C:7]([Br:23])[CH:8]=[CH:9][C:10]=2[NH:12]S(C2C=CC(C)=CC=2)(=O)=O)[C:5]([NH:24]S(C2C=CC(C)=CC=2)(=O)=O)=[CH:4][CH:3]=1>OS(O)(=O)=O>[Br:1][C:2]1[C:11]2[C:6](=[C:7]([Br:23])[CH:8]=[CH:9][C:10]=2[NH2:12])[C:5]([NH2:24])=[CH:4][CH:3]=1. Procedure details: 15 g (0.024 mol) of 4,8-dibromo-1,5-ditoluene-p-sulfonamidonaphthalene (J. S. Whitehurst, J. Chem. Soc., 221-226 (1951)) are dissolved in 75 ml of concentrated H2SO4 and the solution is left to stand for 24 h, excluding light. The solution is then poured on to 450 g of ice, whereupon a violet solution forms from which the product precipitates as HSO4 salt after a few minutes. The precipitate is isolated by suction filtration and the filter cake is squeezed out to give a pale beige-violet crude p... Starting materials: C([O-])([O-])=O.[K+].[K+] (potassium carbonate), C(C)NC(C1=CC(=C(C=C1)[N+](=O)[O-])O)=O (N-Ethyl-3-hydroxy-4-nitrobenzamide), C(C1=CC=CC=C1)Br (benzyl bromide). The solvent is C(O)([O-])=O.[Na+] (sodium hydrogen carbonate), CN(C)C=O (DMF). Reaction conditions: time 15 hour. Product: C(C)NC(C1=CC(=C(C=C1)[N+](=O)[O-])OCC1=CC=CC=C1)=O (N-ethyl-3-benzyloxy-4-nitrobenzamide). Isolated yield 72.7%. As a reaction SMILES: [CH2:1]([NH:3][C:4](=[O:15])[C:5]1[CH:10]=[CH:9][C:8]([N+:11]([O-:13])=[O:12])=[C:7]([OH:14])[CH:6]=1)[CH3:2].C(=O)([O-])[O-].[K+].[K+].[CH2:22](Br)[C:23]1[CH:28]=[CH:27][CH:26]=[CH:25][CH:24]=1>CN(C=O)C.C(=O)([O-])O.[Na+]>[CH2:1]([NH:3][C:4](=[O:15])[C:5]1[CH:10]=[CH:9][C:8]([N+:11]([O-:13])=[O:12])=[C:7]([O:14][CH2:22][C:23]2[CH:28]=[CH:27][CH:26]=[CH:25][CH:24]=2)[CH:6]=1)[CH3:2] |f:1.2.3,6.7|. Procedure: N-Ethyl-3-hydroxy-4-nitrobenzamide (5.23 g, 24.9 mmol) obtained in Example 312a) was dissolved in anhydrous DMF (100 ml), potassium carbonate (4.47 g, 32.3 mmol, 1.3 eq.) was added at room temperature, benzyl bromide (3.17 ml, 26.1 mmol, 1.05 eq.) was added dropwise, and the mixture was stirred at room temperature for 15 hr. The reaction mixture was diluted with 5% aqueous sodium hydrogen carbonate solution (200 ml) and extracted with ethyl acetate-hexane (3:1, 200 ml and 150 ml). The organic la... Reactants: ClCCN(C(=O)NCCOC(=O)C=1C=NC=CC1)N=O (N-(2-Chloroethyl)-N'-[2-(3-pyridinecarbonyloxy)ethyl]-N-nitrosourea), [I-] (iodide), O1CCCC1 (tetrahydrofuran). Conditions: temperature 50 celsius, time 4 hour. The product is [I-].ClCCN(C(=O)NCCOC(=O)C1N(C=CC=[CH2+]1)C)N=O (N-(2-Chloroethyl)-N'-[2-(1-methyl-3-pyridiniumcarbonyloxy)ethyl]-N-nitrosourea iodide). Reaction SMILES: [Cl:1][CH2:2][CH2:3][N:4]([N:19]=[O:20])[C:5]([NH:7][CH2:8][CH2:9][O:10]C(C1C=NC=CC=1)=O)=[O:6].[I-:21].[O:22]1[CH2:26][CH2:25][CH2:24][CH2:23]1>>[I-:21].[Cl:1][CH2:2][CH2:3][N:4]([N:19]=[O:20])[C:5]([NH:7][CH2:8][CH2:9][O:10][C:26]([CH:25]1[CH2+:24]=[CH:23][CH:2]=[CH:3][N:4]1[CH3:5])=[O:22])=[O:6] |f:3.4|. Reported procedure: A solution of the product of Example 122 (1.5 g, 5 mmol) in 40 mL of tetrahydrofuran was treated with excess iodide. The mixture was stirred at 50° C. for 4 hours. The finely crystalline, yellow solid thus obtained (1.8 g, 82%) melted at 120°-121° C. and had the structure ##STR153## as confirmed by elemental analysis. Starting materials: C(C)OCC (diethyl ether), [H-].[Al+3].[Li+].[H-].[H-].[H-] (lithium aluminum hydride), OC=1C=C2C=CC(=CC2=CC1)C(=O)O (6-hydroxy-naphthalene-2-carboxylic acid). The solvent is C1CCOC1 (THF), C1CCOC1 (THF). Run at time 24 hour. The product is OCC=1C=C2C=CC(=CC2=CC1)O (6-Hydroxy Methyl-naphthalen-2-ol). Reaction SMILES: [H-].[Al+3].[Li+].[H-].[H-].[H-].[OH:7][C:8]1[CH:9]=[C:10]2[C:15](=[CH:16][CH:17]=1)[CH:14]=[C:13]([C:18](O)=[O:19])[CH:12]=[CH:11]2.C(OCC)C>C1COCC1>[OH:19][CH2:18][C:13]1[CH:14]=[C:15]2[C:10](=[CH:11][CH:12]=1)[CH:9]=[C:8]([OH:7])[CH:17]=[CH:16]2 |f:0.1.2.3.4.5|. Procedure: To the slurry of lithium aluminum hydride (2 equi.) in THF (3 mL/mmole), a solution of 6-hydroxy-naphthalene-2-carboxylic acid (15) (1 equi.) in THF (3 ml/mmole) was added at ice temperature over a period of 20 min. The reaction mixture was stirred at room temperature for 24 h, cooled to ice temperature, added diethyl ether (20 mL/mmole), quenched slowly with water (1 mL/g LAH), 15% aqueous sodium hydroxide (1 mL/g LAH), and water (3 mL/g LAH) succesively. MgSO4 (5 g/100 mL reaction solution) wa... Procedure details: 7-(2-chloro-5-methoxy-phenyl)-6-methyl-benzo[1,2,4]triazin-3-ylamine (0.67 mmol, 1.0 equiv), 1-[2-(4-bromophenoxy)-ethyl] pyrrolidine (0.005 mmol, 1.5 equiv), Cs2CO3 (2.01 mmol, 3.0 equiv), Pd2(dba)3 (0.067 mmol, 0.1 equiv), and Xantphos (0.134 mmol, 0.2 equiv) were dissolved in 20 mL dioxane, placed under an argon atmosphere and refluxed at 100° C. for 18 h. The reaction was cooled to room temperature and filtered. The filtrate was dissolved in EtOAc, washed with saturated NaHCO3 and brine and ... Reagents/catalysts: C=1C=CC(=CC1)/C=C/C(=O)/C=C/C2=CC=CC=C2.C=1C=CC(=CC1)/C=C/C(=O)/C=C/C2=CC=CC=C2.C=1C=CC(=CC1)/C=C/C(=O)/C=C/C2=CC=CC=C2.[Pd].[Pd] (Pd2(dba)3). The product is ClC1=C(C=C(C=C1)OC)C1=CC2=C(N=C(N=N2)NC2=CC=C(C=C2)OCCN2CCCC2)C=C1C ([7-(2 chloro-5-methoxy-phenyl)-6-methyl-benzo[1,2,4]triazin-3-yl]-[4-(2-pyrrolidin-1-yl-ethoxy)-phenyl]-amine). As a reaction SMILES: [Cl:1][C:2]1[CH:7]=[CH:6][C:5]([O:8][CH3:9])=[CH:4][C:3]=1[C:10]1[C:20]([CH3:21])=[CH:19][C:13]2[N:14]=[C:15]([NH2:18])[N:16]=[N:17][C:12]=2[CH:11]=1.Br[C:23]1[CH:36]=[CH:35][C:26]([O:27][CH2:28][CH2:29][N:30]2[CH2:34][CH2:33][CH2:32][CH2:31]2)=[CH:25][CH:24]=1.C([O-])([O-])=O.[Cs+].[Cs+].CC1(C)C2C(=C(P(C3C=CC=CC=3)C3C=CC=CC=3)C=CC=2)OC2C(P(C3C=CC=CC=3)C3C=CC=CC=3)=CC=CC1=2>O1CCOCC1.C1C=CC(/C=C/C(/C=C/C2C=CC=CC=2)=O)=CC=1.C1C=CC(/C=C/C(/C=C/C2C=CC=CC=2)=O)=CC=1.C1C=CC(/C=C/C(/C=C/C2C=CC=CC=2)=O)=CC=1.[Pd].[Pd]>[Cl:1][C:2]1[CH:7]=[CH:6][C:5]([O:8][CH3:9])=[CH:4][C:3]=1[C:10]1[C:20]([CH3:21])=[CH:19][C:13]2[N:14]=[C:15]([NH:18][C:23]3[CH:24]=[CH:25][C:26]([O:27][CH2:28][CH2:29][N:30]4[CH2:31][CH2:32][CH2:33][CH2:34]4)=[CH:35][CH:36]=3)[N:16]=[N:17][C:12]=2[CH:11]=1 |f:2.3.4,7.8.9.10.11|. The solvent is O1CCOCC1 (dioxane). Reactants: ClC1=C(C=C(C=C1)OC)C1=CC2=C(N=C(N=N2)N)C=C1C (7-(2-chloro-5-methoxy-phenyl)-6-methyl-benzo[1,2,4]triazin-3-ylamine), BrC1=CC=C(OCCN2CCCC2)C=C1 (1-[2-(4-bromophenoxy)-ethyl] pyrrolidine), C(=O)([O-])[O-].[Cs+].[Cs+] (Cs2CO3), CC1(C2=C(C(=CC=C2)P(C3=CC=CC=C3)C4=CC=CC=C4)OC5=C(C=CC=C51)P(C6=CC=CC=C6)C7=CC=CC=C7)C (Xantphos). Run at temperature 100 celsius.